From a dataset of the Open Reaction Database (ORD), a public repository of structured organic reaction records. describe an organic reaction: reactants, conditions, products, and yield Reactants: Br, CO, CC(c1ccccc1)n1c(N)nc2c(Cl)nc3ccccc3c21, N. Yields the product CC(c1ccccc1)n1c(N)nc2c(N)nc3ccccc3c21. RXN SMILES: [BrH:1].[CH3:26][OH:27].[Cl:2][c:3]1[n:4][c:5]2[cH:6][cH:7][cH:8][cH:9][c:10]2[c:11]2[c:12]1[n:13][c:14]([NH2:24])[n:15]2[CH:16]([CH3:17])[c:18]1[cH:19][cH:20][cH:21][cH:22][cH:23]1.[NH3:25]>>[c:3]1([NH2:25])[n:4][c:5]2[cH:6][cH:7][cH:8][cH:9][c:10]2[c:11]2[c:12]1[n:13][c:14]([NH2:24])[n:15]2[CH:16]([CH3:17])[c:18]1[cH:19][cH:20][cH:21][cH:22][cH:23]1. The reactants are ClC=1C=C(C=CC1SC=1N(C=CN1)C)NC1=C(C=NC2=CC(=C(C=C12)OC)F)C#N (4-[3-chloro-4-(1-methyl-1H-imidazole-2-ylsulfanyl)-phenylamino]-7-fluoro-6-methoxyquinoline-3-carbonitrile), CN1CCN(CC1)C1CCNCC1 (1-methyl-4-piperidin-4-ylpiperazine). Run in CN1C(CCC1)=O (1-methyl 2-pyrrolidinone). Reaction conditions: temperature 105 celsius. Product: ClC=1C=C(C=CC1SC=1N(C=CN1)C)NC1=C(C=NC2=CC(=C(C=C12)OC)N1CCC(CC1)N1CCN(CC1)C)C#N (4-({3-chloro-4-[(1-methyl-1H-imidazole-2-yl)thio]phenyl}amino)-6-methoxy-7-[4-(4-methylpiperazin-1-yl)piperidin-1-yl]quinoline-3-carbonitrile). Yield: 66.3%. RXN SMILES: [Cl:1][C:2]1[CH:3]=[C:4]([NH:15][C:16]2[C:25]3[C:20](=[CH:21][C:22](F)=[C:23]([O:26][CH3:27])[CH:24]=3)[N:19]=[CH:18][C:17]=2[C:29]#[N:30])[CH:5]=[CH:6][C:7]=1[S:8][C:9]1[N:10]([CH3:14])[CH:11]=[CH:12][N:13]=1.[CH3:31][N:32]1[CH2:37][CH2:36][N:35]([CH:38]2[CH2:43][CH2:42][NH:41][CH2:40][CH2:39]2)[CH2:34][CH2:33]1>CN1CCCC1=O>[Cl:1][C:2]1[CH:3]=[C:4]([NH:15][C:16]2[C:25]3[C:20](=[CH:21][C:22]([N:41]4[CH2:40][CH2:39][CH:38]([N:35]5[CH2:34][CH2:33][N:32]([CH3:31])[CH2:37][CH2:36]5)[CH2:43][CH2:42]4)=[C:23]([O:26][CH3:27])[CH:24]=3)[N:19]=[CH:18][C:17]=2[C:29]#[N:30])[CH:5]=[CH:6][C:7]=1[S:8][C:9]1[N:10]([CH3:14])[CH:11]=[CH:12][N:13]=1. Procedure details: Following the procedure of Example 11, a mixture of 110 mg (0.25 mmol) of 4-[3-chloro-4-(1-methyl-1H-imidazole-2-ylsulfanyl)-phenylamino]-7-fluoro-6-methoxyquinoline-3-carbonitrile and 140 mg (0.76 mmol) of 1-methyl-4-piperidin-4-ylpiperazine in 0.8 mL of 1-methyl 2-pyrrolidinone is heated at 105° C. for 28 hours to yield the crude product. Purification by silica gel chromatography (gradient 94:6 methylene chloride/methanol to 84:15:1 methylene chloride/methanol/ammonium hydroxide) gives 100 mg ... Reactants: C(C1=CC=CC=C1)=NN1C(=NC=C1)CC (1-(benzylideneamino)-2-ethylimidazole), BrCC(C(C)(C)C)=O (1-bromo-3,3-dimethyl-2-butanone). Solvent: C(CCl)Cl (ethylene chloride). Reaction conditions: time 5 hour. Product: [Br-].C(C1=CC=CC=C1)=N[N+]1=C(N(C=C1)CC(C(C)(C)C)=O)CC (1-(benzylideneamino)-2-ethyl-3-(pivaloylmethyl)imidazolium bromide). Reaction SMILES: [CH:1](=[N:8][N:9]1[CH:13]=[CH:12][N:11]=[C:10]1[CH2:14][CH3:15])[C:2]1[CH:7]=[CH:6][CH:5]=[CH:4][CH:3]=1.[Br:16][CH2:17][C:18](=[O:23])[C:19]([CH3:22])([CH3:21])[CH3:20]>C(Cl)CCl>[Br-:16].[CH:1](=[N:8][N+:9]1[CH:13]=[CH:12][N:11]([CH2:17][C:18](=[O:23])[C:19]([CH3:22])([CH3:21])[CH3:20])[C:10]=1[CH2:14][CH3:15])[C:2]1[CH:3]=[CH:4][CH:5]=[CH:6][CH:7]=1 |f:3.4|. Procedure: 1.99 g (10 mmol) of 1-(benzylideneamino)-2-ethylimidazole are added to a solution of 1.79 g (10 mmol) of 1-bromo-3,3-dimethyl-2-butanone in 30 ml of ethylene chloride and the mixture is then stirred at 60° for 5 hours. The crystallized-out product is filtered off and washed with ether. There is obtained 1-(benzylideneamino)-2-ethyl-3-(pivaloylmethyl)imidazolium bromide of melting point 219°-221°.